Dataset: the Open Reaction Database (ORD), a public repository of structured organic reaction records. Task: describe an organic reaction: reactants, conditions, products, and yield RXN SMILES: [OH:1][C:2]1[CH:12]=[C:11]([OH:13])[CH:10]=[CH:9][C:3]=1[C:4]([CH2:6][C:7]#[N:8])=[O:5].[C:14]1(=O)[O:19][C:17](=[O:18])[CH2:16][CH2:15]1>N1C=CC=CC=1>[C:7]([C:6]1[C:4](=[O:5])[C:3]2[CH:9]=[CH:10][C:11]([OH:13])=[CH:12][C:2]=2[O:1][C:14]=1[CH2:15][CH2:16][C:17]([OH:19])=[O:18])#[N:8]. Yields the product C(#N)C1=C(OC2=C(C1=O)C=CC(=C2)O)CCC(=O)O (3-Cyano-7-hydroxy-4-oxo-4H-1-benzopyran-2-propionic acid). Starting materials: OC1=C(C(=O)CC#N)C=CC(=C1)O (2,4-dihydroxybenzoyl acetonitrile), C1(CCC(=O)O1)=O (succinic anhydride). Run in N1=CC=CC=C1 (pyridine). Reported procedure: A mixture of 8.85 g of 2,4-dihydroxybenzoyl acetonitrile, 25 ml of pyridine and 15 g of succinic anhydride was stirred at room temperature overnight. The next morning the solid was filtered and recrystallized from methanol, mp 300°-301° C. Run at time 8 hour. Starting materials: CCC(=O)Cl, Cc1nc2c(F)cc(C(C)(C)C)cc2c(O)c1C, [H-], [Na+], C1CCOC1, O. The product is CCC(=O)c1c(C)c(C)nc2c(F)cc(C(C)(C)C)cc12. Reaction SMILES: [C:21]([CH2:22][CH3:23])(=[O:24])[Cl:25].[CH3:3][c:4]1[n:5][c:6]2[c:7]([F:20])[cH:8][c:9]([C:16]([CH3:17])([CH3:18])[CH3:19])[cH:10][c:11]2[c:12]([OH:15])[c:13]1[CH3:14].[H-:1].[Na+:2].[O:27]1[CH2:28][CH2:29][CH2:30][CH2:31]1.[OH2:26]>>[CH3:3][c:4]1[n:5][c:6]2[c:7]([F:20])[cH:8][c:9]([C:16]([CH3:17])([CH3:18])[CH3:19])[cH:10][c:11]2[c:12]([C:21]([CH2:22][CH3:23])=[O:24])[c:13]1[CH3:14]. Reactants: BrC1=C(C=CC=C1)C1(CC1)C(=O)O (1-(2-bromophenyl)cyclopropanecarboxylic acid), Cl (HCl), CO (MeOH). Conditions: time 16 hour. Product: BrC1=C(C=CC=C1)C1(CC1)C(=O)OC (Methyl 1-(2-bromophenyl)cyclopropanecarboxylate). Reaction SMILES: [Br:1][C:2]1[CH:7]=[CH:6][CH:5]=[CH:4][C:3]=1[C:8]1([C:11]([OH:13])=[O:12])[CH2:10][CH2:9]1.Cl.[CH3:15]O>>[Br:1][C:2]1[CH:7]=[CH:6][CH:5]=[CH:4][C:3]=1[C:8]1([C:11]([O:13][CH3:15])=[O:12])[CH2:10][CH2:9]1. Procedure: A solution of 1-(2-bromophenyl)cyclopropanecarboxylic acid (500 mg, 2.07 mmol) in MeOH (10 mL) was treated with a solution of concentrated aqueous HCl (0.5 mL). The resulting mixture was stirred for 16 hours at room temperature and then heated to reflux and stirred for a further 24 hours. The volatiles were evaporated and the residue was dissolved in EtOAc. The organic layer was washed with saturated solution of NaHCO3, brine and then dried over MgSO4. The solvent was removed in vacuo to give th... The reactants are [Br-], C[Si](C)(C)[N-][Si](C)(C)C, C[P+](c1ccccc1)(c1ccccc1)c1ccccc1, COC(=O)c1ccccc1C(=O)c1ccc(Cl)c([N+](=O)[O-])c1, [Na+], C1CCOC1. Yields the product C=C(c1ccc(Cl)c([N+](=O)[O-])c1)c1ccccc1C(=O)OC. Reaction SMILES: [Br-:33].[CH3:1][Si:2]([CH3:3])([CH3:4])[N-:5][Si:6]([CH3:7])([CH3:8])[CH3:9].[CH3:34][P+:35]([c:36]1[cH:37][cH:38][cH:39][cH:40][cH:41]1)([c:42]1[cH:43][cH:44][cH:45][cH:46][cH:47]1)[c:48]1[cH:49][cH:50][cH:51][cH:52][cH:53]1.[Cl:11][c:12]1[c:13]([N+:30](=[O:31])[O-:32])[cH:14][c:15]([C:18](=[O:19])[c:20]2[c:21]([C:22](=[O:23])[O:24][CH3:25])[cH:26][cH:27][cH:28][cH:29]2)[cH:16][cH:17]1.[Na+:10].[O:54]1[CH2:55][CH2:56][CH2:57][CH2:58]1>>[CH2:1]=[C:18]([c:15]1[cH:14][c:13]([N+:30](=[O:31])[O-:32])[c:12]([Cl:11])[cH:17][cH:16]1)[c:20]1[c:21]([C:22](=[O:23])[O:24][CH3:25])[cH:26][cH:27][cH:28][cH:29]1. Reactants: HRuCl(CO)(PPh3)3, C1(=CC=CC=C1)P(C1=CC=CC=C1)C1=CC=CC=C1 (triphenylphosphine), C(CCCCCCCCC)(=O)O (decanoic acid), C(CCC)OCC=CC (1-butoxybut-2-ene), C(CCC)O (n-butanol), O (water). Reagents/catalysts: catalyst. Conditions: temperature 155 celsius, time 8 hour. Product: C(CCC)=O (n-butyraldehyde), C(CCC)OC(CCC)OCCCC (1,1-dibutoxybutane). RXN SMILES: C1(P(C2C=CC=CC=2)C2C=CC=CC=2)C=CC=CC=1.[C:20](O)(=[O:30])[CH2:21][CH2:22][CH2:23]CCCCCC.[CH2:32]([O:36][CH2:37][CH:38]=[CH:39][CH3:40])[CH2:33][CH2:34][CH3:35].[CH2:41]([OH:45])[CH2:42][CH2:43][CH3:44].O>>[CH:20](=[O:30])[CH2:21][CH2:22][CH3:23].[CH2:37]([O:36][CH:32]([O:45][CH2:41][CH2:42][CH2:43][CH3:44])[CH2:33][CH2:34][CH3:35])[CH2:38][CH2:39][CH3:40]. Procedure: A glass autoclave was filled with 0.022 g of the catalyst HRuCl(CO)(PPh3)3, 0.031 g of triphenylphosphine, 0.005 g of decanoic acid, 3.18 g (24.8 mmol) of 1-butoxybut-2-ene and 1.83 g (24.8 mmol) of n-butanol and stirred for 8 hours under autogeneous pressure at 155° C. Thereafter, 2.2 g (122 mmol) of water were added and stirring was continued for a further hour at 155° C. The reaction mixture was analyzed by means of calibrated gas chromatography. At a conversion of 99%, n-butyraldehyde was ob...